This data is from the Open Reaction Database (ORD), a public repository of structured organic reaction records. The task is: describe an organic reaction: reactants, conditions, products, and yield Reactants: ClC(Cl)(OC(OC(Cl)(Cl)Cl)=O)Cl (triphosgene), BrC1=CC=C(NCC(CC2=CC=CC=C2)O)C=C1 (1-(4-bromoanilino)-3-phenyl-2-propanol), C(C)(C)N(C(C)C)CC (N,N-diisopropylethylamine), N,N-dimethylaminopyridine. Solvent: ClCCl (dichloromethane), ClCCl (dichloromethane). Conditions: temperature 0 celsius, time 18 hour. Yields the product C(C1=CC=CC=C1)C1CN(C(O1)=O)C1=CC=C(C=C1)Br (5-benzyl-3-(4-bromophenyl)-1,3-oxazolan-2-one). Yield: 121.6%. Reaction SMILES: [Br:1][C:2]1[CH:18]=[CH:17][C:5]([NH:6][CH2:7][CH:8]([OH:16])[CH2:9][C:10]2[CH:15]=[CH:14][CH:13]=[CH:12][CH:11]=2)=[CH:4][CH:3]=1.C(N(CC)C(C)C)(C)C.Cl[C:29](Cl)([O:31]C(=O)OC(Cl)(Cl)Cl)Cl>ClCCl>[CH2:9]([CH:8]1[O:16][C:29](=[O:31])[N:6]([C:5]2[CH:4]=[CH:3][C:2]([Br:1])=[CH:18][CH:17]=2)[CH2:7]1)[C:10]1[CH:15]=[CH:14][CH:13]=[CH:12][CH:11]=1. Procedure: A solution containing 1-(4-bromoanilino)-3-phenyl-2-propanol (1.90 g, 0.00621 mol), N,N-diisopropylethylamine (2.48 g, 0.0193 mol) and N,N-dimethylaminopyridine (0.152 g, 0.00124 mol) in anhydrous dichloromethane (64 mL) was cooled to 0° C. and the solution of triphosgene (0.92 g, 0.0031 mol) in anhydrous dichloromethane (16 mL) was added dropwise. The reaction mixture was slowly warmed up to ambient temperature while stirring under an atmosphere of nitrogen for 18 hours. The organic phase was w... The reactants are crude residue, N1CCCC1 (pyrrolidine), Cl.Cl.C1(CCCC1)NC1=C(C=CC=2N1N=C(C2C2=NC(=NC=C2)NC2CCCC2)C2=CC=C(C=C2)F)C(=O)O (7-(Cyclopentylamino)-3-[2-(cyclopentylamino)-4-pyrimidinyl]-2-(4-fluorophenyl)pyrazolo[1,5-a]pyridine-6-carboxylic acid dihydrochloride), S(=O)(Cl)Cl (Thionyl chloride). Solvent: ClCCl (dichloromethane). Conditions: temperature -78 celsius, time 30 minute. Yields the product C1(CCCC1)NC1=C(C=CC=2N1N=C(C2C2=NC(=NC=C2)NC2CCCC2)C2=CC=C(C=C2)F)C(=O)N2CCCC2 (N-cyclopentyl-3-[2-(cyclopentylamino)-4-pyrimidinyl]-2-(4-fluorophenyl)-6-(1-pyrrolidinylcarbonyl)pyrazolo[1,5-a]pyridin-7-amine). The yield is 49.3%. Reaction SMILES: Cl.Cl.[CH:3]1([NH:8][C:9]2[N:14]3[N:15]=[C:16]([C:30]4[CH:35]=[CH:34][C:33]([F:36])=[CH:32][CH:31]=4)[C:17]([C:18]4[CH:23]=[CH:22][N:21]=[C:20]([NH:24][CH:25]5[CH2:29][CH2:28][CH2:27][CH2:26]5)[N:19]=4)=[C:13]3[CH:12]=[CH:11][C:10]=2[C:37]([OH:39])=O)[CH2:7][CH2:6][CH2:5][CH2:4]1.S(Cl)(Cl)=O.[NH:44]1[CH2:48][CH2:47][CH2:46][CH2:45]1>ClCCl>[CH:3]1([NH:8][C:9]2[N:14]3[N:15]=[C:16]([C:30]4[CH:31]=[CH:32][C:33]([F:36])=[CH:34][CH:35]=4)[C:17]([C:18]4[CH:23]=[CH:22][N:21]=[C:20]([NH:24][CH:25]5[CH2:29][CH2:28][CH2:27][CH2:26]5)[N:19]=4)=[C:13]3[CH:12]=[CH:11][C:10]=2[C:37]([N:44]2[CH2:48][CH2:47][CH2:46][CH2:45]2)=[O:39])[CH2:4][CH2:5][CH2:6][CH2:7]1 |f:0.1.2|. Reported procedure: 7-(Cyclopentylamino)-3-[2-(cyclopentylamino)-4-pyrimidinyl]-2-(4-fluorophenyl)pyrazolo[1,5-a]pyridine-6-carboxylic acid dihydrochloride (19 mg, 0.033 mmol) was added to a dry flask and cooled to −78° C. Thionyl chloride (14 μL, 0.19 mmol) was added and the reaction mixture was stirred at room temperature for 30 minutes. The reaction mixture was concentrated under a stream of nitrogen then placed under high vacuum. To a solution of the crude residue in dichloromethane (600 μL) was added pyrrolidi... Starting materials: ClC=1NC(C=2N=CN(C2N1)COCCO)=O (2-chloro-9-(2-hydroxyethoxymethyl) hypoxanthine), N (ammonia). Run in CO (methanol). Run at temperature 125 celsius. The product is OCCOCN1C=2N=C(NC(C2N=C1)=O)N (9-(2-hydroxyethoxymethyl)guanine). As a reaction SMILES: Cl[C:2]1[NH:3][C:4](=[O:16])[C:5]2[N:6]=[CH:7][N:8]([CH2:11][O:12][CH2:13][CH2:14][OH:15])[C:9]=2[N:10]=1.[NH3:17]>CO>[OH:15][CH2:14][CH2:13][O:12][CH2:11][N:8]1[CH:7]=[N:6][C:5]2[C:4](=[O:16])[NH:3][C:2]([NH2:17])=[N:10][C:9]1=2. Reported procedure: A mixture of 2-chloro-9-(2-hydroxyethoxymethyl) hypoxanthine (0.375g) and methanol (80ml) saturated with anhydrous ammonia was heated in a bomb at 125° C. for 5 hours. The bomb was cooled in an ice bath and the reaction mixture removed. Solvent and excess ammonia were removed under reduced pressure at 50° C. After the residue was triturated with cold water to remove the ammonium chloride formed, the remaining solid was dried and then recrystallized from methanol to give pure 9-(2-hydroxyethoxyme... Starting materials: BrC1=C(C=CC=C1C)C(=O)N1CCCC1 ((2-bromo-3-methylphenyl)(pyrrolidin-1-yl)methanone), C(C)C1OCCN(C1)C=1C(=NC2=CC=C(C=C2C1)B1OC(C(O1)(C)C)(C)C)NCC1=CC=C(C=C1)OC (3-(2-ethylmorpholino)-N-(4-methoxybenzyl)-6-(4,4,5,5-tetramethyl-1,3,2-dioxaborolan-2-yl)quinolin-2-amine), C1(CCCCC1)P(C1=C(C=CC=C1)C1=C(C=C(C=C1CCC)CCC)CCC)C1CCCCC1 (2-(dicyclohexylphosphino)-2′,4′,6′,-tri-1-propyl-1,1′-biphenyl), P(=O)([O-])([O-])[O-].[K+].[K+].[K+] (potassium phosphate), C(=O)(C(F)(F)F)O (TFA). The reagents and catalysts are C=1C=CC(=CC1)/C=C/C(=O)/C=C/C2=CC=CC=C2.C=1C=CC(=CC1)/C=C/C(=O)/C=C/C2=CC=CC=C2.C=1C=CC(=CC1)/C=C/C(=O)/C=C/C2=CC=CC=C2.[Pd].[Pd] (Pd2(dba)3). Conditions: temperature 140 celsius. Yields the product NC1=NC2=CC=C(C=C2C=C1N1CC(OCC1)CC)C1=C(C=CC=C1C)C(=O)N1CCCC1 ((2-(2-amino-3-(2-ethylmorpholino)quinolin-6-yl)-3-methylphenyl)(pyrrolidin-1-yl)methanone). RXN SMILES: Br[C:2]1[C:7]([CH3:8])=[CH:6][CH:5]=[CH:4][C:3]=1[C:9]([N:11]1[CH2:15][CH2:14][CH2:13][CH2:12]1)=[O:10].[CH2:16]([CH:18]1[CH2:23][N:22]([C:24]2[C:25]([NH:43]CC3C=CC(OC)=CC=3)=[N:26][C:27]3[C:32]([CH:33]=2)=[CH:31][C:30](B2OC(C)(C)C(C)(C)O2)=[CH:29][CH:28]=3)[CH2:21][CH2:20][O:19]1)[CH3:17].C1(P(C2CCCCC2)C2C=CC=CC=2C2C(CCC)=CC(CCC)=CC=2CCC)CCCCC1.P([O-])([O-])([O-])=O.[K+].[K+].[K+].C(O)(C(F)(F)F)=O>C1C=CC(/C=C/C(/C=C/C2C=CC=CC=2)=O)=CC=1.C1C=CC(/C=C/C(/C=C/C2C=CC=CC=2)=O)=CC=1.C1C=CC(/C=C/C(/C=C/C2C=CC=CC=2)=O)=CC=1.[Pd].[Pd]>[NH2:43][C:25]1[C:24]([N:22]2[CH2:21][CH2:20][O:19][CH:18]([CH2:16][CH3:17])[CH2:23]2)=[CH:33][C:32]2[C:27](=[CH:28][CH:29]=[C:30]([C:2]3[C:7]([CH3:8])=[CH:6][CH:5]=[CH:4][C:3]=3[C:9]([N:11]3[CH2:15][CH2:14][CH2:13][CH2:12]3)=[O:10])[CH:31]=2)[N:26]=1 |f:3.4.5.6,8.9.10.11.12|. Procedure: A mixture of (2-bromo-3-methylphenyl)(pyrrolidin-1-yl)methanone (0.256 g, 0.953 mmol), 3-(2-ethylmorpholino)-N-(4-methoxybenzyl)-6-(4,4,5,5-tetramethyl-1,3,2-dioxaborolan-2-yl)quinolin-2-amine (0.16 g, 0.318 mmol), 2-(dicyclohexylphosphino)-2′,4′,6′,-tri-1-propyl-1,1′-biphenyl (0.030 g, 0.064 mmol), potassium phosphate, anhydrous (0.132 mL, 1.589 mmol), and Pd2(dba)3 (0.029 g, 0.032 mmol) was purged with N2 followed by the addition of degassed dioxane (2 mL) and degassed water (1.0 mL). The resu...